describe an organic reaction: reactants, conditions, products, and yield From a dataset of the Open Reaction Database (ORD), a public repository of structured organic reaction records. Starting materials: ClCCl, [Na+], [Na+], [Na+], O=S([O-])([O-])=S, O=C([O-])O, COC(=O)c1cc(CO)cc(OC)c1. Yields the product COC(=O)c1cc(C=O)cc(OC)c1. As a reaction SMILES: [Cl:27][CH2:28][Cl:29].[Na+:15].[Na+:16].[Na+:26].[O-:17][S:18]([O-:19])(=[S:20])=[O:21].[O-:22][C:23]([OH:24])=[O:25].[OH:1][CH2:2][c:3]1[cH:4][c:5]([C:6](=[O:7])[O:8][CH3:9])[cH:10][c:11]([O:13][CH3:14])[cH:12]1>>[O:1]=[CH:2][c:3]1[cH:4][c:5]([C:6](=[O:7])[O:8][CH3:9])[cH:10][c:11]([O:13][CH3:14])[cH:12]1. The reactants are O=C(C=O)C1=CC=CC=C1 (oxo-phenyl-acetaldehyde), NN1C(=NN=C1N)CC1=CC=C(C=C1)O (4-(4,5-diamino-4H-[1,2,4]triazol-3-ylmethyl)-phenol). Yields the product C1(=CC=CC=C1)C1=NC=2N(N=C1)C(=NN2)CC2=CC=C(C=C2)O (4-(7-phenyl-[1,2,4]triazolo[4,3-b][1,2,4]triazin-3-ylmethyl)-phenol). As a reaction SMILES: O=[C:2]([C:5]1[CH:10]=[CH:9][CH:8]=[CH:7][CH:6]=1)[CH:3]=O.[NH2:11][N:12]1[C:16]([NH2:17])=[N:15][N:14]=[C:13]1[CH2:18][C:19]1[CH:24]=[CH:23][C:22]([OH:25])=[CH:21][CH:20]=1>>[C:5]1([C:2]2[CH:3]=[N:11][N:12]3[C:13]([CH2:18][C:19]4[CH:24]=[CH:23][C:22]([OH:25])=[CH:21][CH:20]=4)=[N:14][N:15]=[C:16]3[N:17]=2)[CH:10]=[CH:9][CH:8]=[CH:7][CH:6]=1. Procedure: General procedure A was followed with the reaction of oxo-phenyl-acetaldehyde and 4-(4,5-diamino-4H-[1,2,4]triazol-3-ylmethyl)-phenol to provide 4-(7-phenyl-[1,2,4]triazolo[4,3-b][1,2,4]triazin-3-ylmethyl)-phenol and the desired product 4-(6-phenyl-[1,2,4]triazolo[4,3-b][1,2,4]triazin-3-ylmethyl)-phenol (example 3).